This data is from the Open Reaction Database (ORD), a public repository of structured organic reaction records. The task is: describe an organic reaction: reactants, conditions, products, and yield The reactants are O=C([O-])O, c1ccc2c3c([nH]c2c1)CCNC3, CCCCO, Cc1nn2c(=O)c(CCCl)c(C)nc2s1, [I-], [K+], [Na+]. Product: Cc1nn2c(=O)c(CCN3CCc4[nH]c5ccccc5c4C3)c(C)nc2s1. Reaction SMILES: [C:29](=[O:30])([OH:31])[O-:32].[CH2:16]1[NH:17][CH2:18][CH2:19][c:20]2[nH:21][c:22]3[cH:23][cH:24][cH:25][cH:26][c:27]3[c:28]21.[CH2:36]([OH:37])[CH2:38][CH2:39][CH3:40].[Cl:1][CH2:2][CH2:3][c:4]1[c:5]([CH3:15])[n:6][c:7]2[n:8]([c:9]1=[O:10])[n:11][c:12]([CH3:14])[s:13]2.[I-:35].[K+:34].[Na+:33]>>[CH2:2]([CH2:3][c:4]1[c:5]([CH3:15])[n:6][c:7]2[n:8]([c:9]1=[O:10])[n:11][c:12]([CH3:14])[s:13]2)[N:17]1[CH2:16][c:28]2[c:20]([nH:21][c:22]3[cH:23][cH:24][cH:25][cH:26][c:27]32)[CH2:19][CH2:18]1.